From a dataset of the Open Reaction Database (ORD), a public repository of structured organic reaction records. describe an organic reaction: reactants, conditions, products, and yield Reactants: O=C([O-])[O-], C=Cc1cccc(OC)c1, O=C(OO)c1cccc(Cl)c1, ClCCl, [Na+], [Na+]. Product: COc1cccc(C2CO2)c1. RXN SMILES: [C:22](=[O:23])([O-:24])[O-:25].[CH3:12][O:13][c:14]1[cH:15][c:16]([CH:20]=[CH2:21])[cH:17][cH:18][cH:19]1.[Cl:1][c:2]1[cH:3][cH:4][cH:5][c:6]([C:7]([O:8][OH:10])=[O:9])[cH:11]1.[Cl:28][CH2:29][Cl:30].[Na+:26].[Na+:27]>>[O:9]1[CH:20]([c:16]2[cH:15][c:14]([O:13][CH3:12])[cH:19][cH:18][cH:17]2)[CH2:21]1. Starting materials: BrCC1=CC=C(C=C2C(C3CCC2(C3(C)C)C)=O)C=C1 (3-(4-bromomethylbenzylidene)-4,7,7-trimethylbicyclo[2.2.1]-heptan-2-one), C(C)OCC (diethyl ether), COC(CO)(CO)OC (2,2-dimethoxy-1,3-propanediol), CC(C)(C)[O-].[K+] (t-BuOK). Solvent: O (water), C1CCOC1 (THF), CC(C)(C)O (t-BuOH). Reaction conditions: temperature 40 celsius, time 1 hour. The product is OCC(COCC1=CC=C(C=C2C(C3CCC2(C3(C)C)C)=O)C=C1)(OC)OC (3-[4-(3-hydroxy-2,2-dimethoxypropoxymethyl)benzylidene]-4,7,7-trimethylbicyclo[2.2.1]heptan-2-one). RXN SMILES: Br[CH2:2][C:3]1[CH:20]=[CH:19][C:6]([CH:7]=[C:8]2[C:13]3([CH3:17])[C:14]([CH3:16])([CH3:15])[CH:10]([CH2:11][CH2:12]3)[C:9]2=[O:18])=[CH:5][CH:4]=1.[CH3:21][O:22][C:23]([O:28][CH3:29])([CH2:26][OH:27])[CH2:24][OH:25].CC([O-])(C)C.[K+].C(OCC)C>C1COCC1.CC(O)(C)C.O>[OH:25][CH2:24][C:23]([O:28][CH3:29])([O:22][CH3:21])[CH2:26][O:27][CH2:2][C:3]1[CH:20]=[CH:19][C:6]([CH:7]=[C:8]2[C:13]3([CH3:17])[C:14]([CH3:16])([CH3:15])[CH:10]([CH2:11][CH2:12]3)[C:9]2=[O:18])=[CH:5][CH:4]=1 |f:2.3|. Procedure details: A solution of 3-(4-bromomethylbenzylidene)-4,7,7-trimethylbicyclo[2.2.1]-heptan-2-one (C. Bouillon, C. Vayssie, in Ger. Offen., (Oreal S. A., Fr.). Appl: DE 19780314. 78-2811041, 1978, p. 71. C. Bouillon, C. Vayssie, in Fr. Demande, (Oreal S. A., Fr.), Fr, Number 2421878, 1979, p. 31. C. Bouillon, C. Vayssie, (Oreal S. A., Fr.). Ca, Number 1113480, 1981, p. 61) (10.0 g, 30 mmol) in THF (30 ml) is slowly added dropwise at 40° C. with stirring to a solution of 2,2-dimethoxy-1,3-propanediol (M. W. ... Procedure details: prepared by reaction of 1-(4-Methoxy-benzyl)-6,7-dimethoxy-1,2,3,4-tetrahydro-isoquinoline and 2-bromoacetyl bromide with 2-fluoro-benzylamine Product: COC1=CC=C(CC2N(CCC3=CC(=C(C=C23)OC)OC)CC(=O)NCC2=C(C=CC=C2)F)C=C1 (2-[1-(4-Methoxy-benzyl)-6,7-dimethoxy-3,4-dihydro-1H-isoquinolin-2-yl]-N-(2-fluoro-benzyl)-acetamide). As a reaction SMILES: [CH3:1][O:2][C:3]1[CH:23]=[CH:22][C:6]([CH2:7][CH:8]2[C:17]3[C:12](=[CH:13][C:14]([O:20][CH3:21])=[C:15]([O:18][CH3:19])[CH:16]=3)[CH2:11][CH2:10][NH:9]2)=[CH:5][CH:4]=1.Br[CH2:25][C:26](Br)=[O:27].[F:29][C:30]1[CH:37]=[CH:36][CH:35]=[CH:34][C:31]=1[CH2:32][NH2:33]>>[CH3:1][O:2][C:3]1[CH:4]=[CH:5][C:6]([CH2:7][CH:8]2[C:17]3[C:12](=[CH:13][C:14]([O:20][CH3:21])=[C:15]([O:18][CH3:19])[CH:16]=3)[CH2:11][CH2:10][N:9]2[CH2:25][C:26]([NH:33][CH2:32][C:31]2[CH:34]=[CH:35][CH:36]=[CH:37][C:30]=2[F:29])=[O:27])=[CH:22][CH:23]=1. Starting materials: COC1=CC=C(CC2NCCC3=CC(=C(C=C23)OC)OC)C=C1 (1-(4-Methoxy-benzyl)-6,7-dimethoxy-1,2,3,4-tetrahydro-isoquinoline), BrCC(=O)Br (2-bromoacetyl bromide), FC1=C(CN)C=CC=C1 (2-fluoro-benzylamine). Reactants: C(O[C@@H]([C@H](C)N(CC1=C(C=CC(=C1)C(F)(F)F)C1=C(C=C(C(=C1)C(C)C)F)OC)C(=O)OC(C)(C)C)C1=CC(=CC(=C1)C(F)(F)F)C(F)(F)F)(OC1=C(C=CC=C1OC)OC)=O ((1R,2S)-1-[3,5-bis(trifluoromethyl)phenyl]-2-((tert-butoxycarbonyl){[4′-fluoro-5′-isopropyl-2′-methoxy-4-(trifluoromethyl)biphenyl-2-yl]methyl}amino)propyl 2,6-dimethoxyphenyl carbonate), Cl (HCl). Yields the product [Cl-].FC(C=1C=C(C=C(C1)C(F)(F)F)[C@H]([C@H](C)[NH2+]CC1=C(C=CC(=C1)C(F)(F)F)C1=C(C=C(C(=C1)C(C)C)F)OC)OC(=O)OC1=C(C=CC=C1OC)OC)(F)F ((1R,2S)-1-[3,5-bis(trifluoromethyl)phenyl]-1-{[(2,6-dimethoxyphenoxy)carbonyl]oxy}-N-{[4′-fluoro-5′-isopropyl-2′-methoxy-4-(trifluoromethyl)biphenyl-2-yl]methyl}propan-2-aminium chloride). As a reaction SMILES: [C:1](=[O:62])([O:51][C:52]1[C:57]([O:58][CH3:59])=[CH:56][CH:55]=[CH:54][C:53]=1[O:60][CH3:61])[O:2][C@H:3]([C:37]1[CH:42]=[C:41]([C:43]([F:46])([F:45])[F:44])[CH:40]=[C:39]([C:47]([F:50])([F:49])[F:48])[CH:38]=1)[C@@H:4]([N:6](C(OC(C)(C)C)=O)[CH2:7][C:8]1[CH:13]=[C:12]([C:14]([F:17])([F:16])[F:15])[CH:11]=[CH:10][C:9]=1[C:18]1[CH:23]=[C:22]([CH:24]([CH3:26])[CH3:25])[C:21]([F:27])=[CH:20][C:19]=1[O:28][CH3:29])[CH3:5].[ClH:63]>>[Cl-:63].[F:49][C:47]([F:48])([F:50])[C:39]1[CH:38]=[C:37]([C@@H:3]([O:2][C:1]([O:51][C:52]2[C:57]([O:58][CH3:59])=[CH:56][CH:55]=[CH:54][C:53]=2[O:60][CH3:61])=[O:62])[C@@H:4]([NH2+:6][CH2:7][C:8]2[CH:13]=[C:12]([C:14]([F:16])([F:17])[F:15])[CH:11]=[CH:10][C:9]=2[C:18]2[CH:23]=[C:22]([CH:24]([CH3:25])[CH3:26])[C:21]([F:27])=[CH:20][C:19]=2[O:28][CH3:29])[CH3:5])[CH:42]=[C:41]([C:43]([F:44])([F:45])[F:46])[CH:40]=1 |f:2.3|. Procedure: A solution of (1R,2S)-1-[3,5-bis(trifluoromethyl)phenyl]-2-((tert-butoxycarbonyl){[4′-fluoro-5′-isopropyl-2′-methoxy-4-(trifluoromethyl)biphenyl-2-yl]methyl}amino)propyl 2,6-dimethoxyphenyl carbonate (125.7 mg, 0.141 mmol) in HCl saturated EtOAc (4 mL) was stirred at 25° C. for 5 h. The reaction mixture was concentrated in vacuo to afford (1R,2S)-1-[3,5-bis(trifluoromethyl)phenyl]-1-{[(2,6-dimethoxyphenoxy)carbonyl]oxy}-N-{[4′-fluoro-5′-isopropyl-2′-methoxy-4-(trifluoromethyl)biphenyl-2-yl]methy... The reactants are O (water), [Br-].[Br-].[Br-].C(C1=CC=CC=C1)[N+](C)(C)C.C(C1=CC=CC=C1)[N+](C)(C)C.C(C1=CC=CC=C1)[N+](C)(C)C (benzyltrimethylammonium tribromide), C(C)(C)(C)C=1C=C2C=CC3=CC=C(C4=CC=C(C1)C2=C43)C (7-t-butyl-1-methylpyrene), CO (methanol). Solvent: ClCCl (dichloromethane), ClCCl (dichloromethane). Conditions: time 4 hour. Yields the product BrC1=CC(=C2C=CC3=CC(=CC4=CC=C1C2=C34)C(C)(C)C)C (1-bromo-7-t-butyl-3-methylpyrene). The yield is 155.4%. As a reaction SMILES: [C:1]([C:5]1[CH:6]=[C:7]2[C:19]3=[C:20]4[C:10](=[CH:11][CH:12]=[C:13]([CH3:21])[C:14]4=[CH:15][CH:16]=[C:17]3[CH:18]=1)[CH:9]=[CH:8]2)([CH3:4])([CH3:3])[CH3:2].CO.[Br-:24].[Br-].[Br-].C([N+](C)(C)C)C1C=CC=CC=1.C([N+](C)(C)C)C1C=CC=CC=1.C([N+](C)(C)C)C1C=CC=CC=1.O>ClCCl>[Br:24][C:11]1[C:10]2[C:20]3=[C:19]4[C:7](=[CH:8][CH:9]=2)[CH:6]=[C:5]([C:1]([CH3:4])([CH3:3])[CH3:2])[CH:18]=[C:17]4[CH:16]=[CH:15][C:14]3=[C:13]([CH3:21])[CH:12]=1 |f:2.3.4.5.6.7|. Procedure: Next, a mixed solution of 3 g of 7-t-butyl-1-methylpyrene, 130 ml of dichloromethane and 43 ml of methanol was cooled to 0° C. under a nitrogen gas stream and then 4.3 g of benzyltrimethylammonium tribromide dissolved in 5 ml of dichloromethane was added dropwise. This mixed solution was stirred at room temperature for 4 hours and 50 ml of water was poured into the solution, followed by extraction with 50 ml of dichloromethane. The organic layer was washed twice with 50 ml of water, dried over m... Starting materials: O=C([O-])[O-], C1CCOC1, CNC, CC#N, COc1ccc(CN2C(=O)C(CCCCl)Cc3cc([N+](=O)[O-])ccc32)cc1, [I-], [K+], [K+], [Na+]. Yields the product COc1ccc(CN2C(=O)C(CCCN(C)C)Cc3cc([N+](=O)[O-])ccc32)cc1. As a reaction SMILES: [C:30](=[O:31])([O-:32])[O-:33].[CH2:42]1[O:43][CH2:44][CH2:45][CH2:46]1.[CH3:36][NH:37][CH3:38].[CH3:39][C:40]#[N:41].[Cl:1][CH2:2][CH2:3][CH2:4][CH:5]1[C:6](=[O:27])[N:7]([CH2:18][c:19]2[cH:20][cH:21][c:22]([O:25][CH3:26])[cH:23][cH:24]2)[c:8]2[cH:9][cH:10][c:11]([N+:15](=[O:16])[O-:17])[cH:12][c:13]2[CH2:14]1.[I-:29].[K+:34].[K+:35].[Na+:28]>>[CH2:2]([CH2:3][CH2:4][CH:5]1[C:6](=[O:27])[N:7]([CH2:18][c:19]2[cH:20][cH:21][c:22]([O:25][CH3:26])[cH:23][cH:24]2)[c:8]2[cH:9][cH:10][c:11]([N+:15](=[O:16])[O-:17])[cH:12][c:13]2[CH2:14]1)[N:37]([CH3:36])[CH3:38]. The reactants are Cc1cccc(Br)n1, O=C(Nc1nc(-c2ccccn2)c(-c2cccc(C(F)(F)F)c2)s1)c1c(F)cccc1F. The product is Cc1cccc(-c2nc(NC(=O)c3c(F)cccc3F)sc2-c2cccc(C(F)(F)F)c2)n1. As a reaction SMILES: [Br:1][c:2]1[n:3][c:4]([CH3:8])[cH:5][cH:6][cH:7]1.[F:9][c:10]1[c:11]([C:12](=[O:13])[NH:14][c:15]2[s:16][c:17](-[c:26]3[cH:27][c:28]([C:32]([F:33])([F:34])[F:35])[cH:29][cH:30][cH:31]3)[c:18](-[c:20]3[cH:21][cH:22][cH:23][cH:24][n:25]3)[n:19]2)[c:36]([F:40])[cH:37][cH:38][cH:39]1>>[c:2]1(-[c:18]2[c:17](-[c:26]3[cH:27][c:28]([C:32]([F:33])([F:34])[F:35])[cH:29][cH:30][cH:31]3)[s:16][c:15]([NH:14][C:12]([c:11]3[c:10]([F:9])[cH:39][cH:38][cH:37][c:36]3[F:40])=[O:13])[n:19]2)[n:3][c:4]([CH3:8])[cH:5][cH:6][cH:7]1. Run in C1CCOC1 (THF), C1CCOC1 (THF). Yield: 86.0%. Reaction SMILES: [F:1][C:2]1[C:7]([OH:8])=[CH:6][CH:5]=[C:4]([F:9])[C:3]=1[NH:10][C:11](=O)[C:12]1[CH:17]=[C:16]([C:18]2[CH:23]=[CH:22][CH:21]=[C:20]([F:24])[CH:19]=2)[CH:15]=[CH:14][C:13]=1[CH3:25]>C1COCC1>[F:1][C:2]1[C:3]([NH:10][CH2:11][C:12]2[CH:17]=[C:16]([C:18]3[CH:23]=[CH:22][CH:21]=[C:20]([F:24])[CH:19]=3)[CH:15]=[CH:14][C:13]=2[CH3:25])=[C:4]([F:9])[CH:5]=[CH:6][C:7]=1[OH:8]. The reactants are FC1=C(C(=CC=C1O)F)NC(C1=C(C=CC(=C1)C1=CC(=CC=C1)F)C)=O (N-(2,6-difluoro-3-hydroxy-phenyl)-5-(3-fluorophenyl)-2-methyl-benzamide). Conditions: temperature 55 celsius. Yields the product FC1=C(C=CC(=C1NCC1=C(C=CC(=C1)C1=CC(=CC=C1)F)C)F)O (2,4-Difluoro-3-[[5-(3-fluorophenyl)-2-methyl-phenyl]methylamino]phenol). Procedure details: To a solution of N-(2,6-difluoro-3-hydroxy-phenyl)-5-(3-fluorophenyl)-2-methyl-benzamide (150 mg, 0.42 mmol, 1.0 eq) in THF (5 mL) was added dropwise a solution of BH3 (1 M in THF, 3 mL, 3 mmol, 7 eq). The reaction was heated at 55° C. under N2 for 2 h, and then quenched by the addition of 1M HCl. The aqueous layer was extracted with EtOAc and the combined organic extracts were washed with water and brine, dried (Na2SO4), filtered and evaporated in vacuo to give compound the title compound as a ...